Dataset: the Open Reaction Database (ORD), a public repository of structured organic reaction records. Task: describe an organic reaction: reactants, conditions, products, and yield The reactants are CC(=O)Oc1cc(C(C)(C)C)c(OC(C)=O)c(C(C)(C)C)c1, CO, Cl, [K+], [OH-], O. Product: CC(=O)Oc1c(C(C)(C)C)cc(O)cc1C(C)(C)C. As a reaction SMILES: [C:1]([CH3:2])(=[O:3])[O:4][c:5]1[c:6]([C:19]([CH3:20])([CH3:21])[CH3:22])[cH:7][c:8]([O:15][C:16](=[O:17])[CH3:18])[cH:9][c:10]1[C:11]([CH3:12])([CH3:13])[CH3:14].[CH3:27][OH:28].[ClH:26].[K+:24].[OH-:23].[OH2:25]>>[C:1]([CH3:2])(=[O:3])[O:4][c:5]1[c:6]([C:19]([CH3:20])([CH3:21])[CH3:22])[cH:7][c:8]([OH:15])[cH:9][c:10]1[C:11]([CH3:12])([CH3:13])[CH3:14]. Reactants: CS(=O)(=O)Cl (Methanesulfonyl chloride), ClC=1N(C=C(N1)[N+](=O)[O-])C[C@](CO)(C)O ((S)-2-chloro-1-(2,3-dihydroxy-2-methylpropyl)-4-nitroimidazole), Cl (hydrochloric acid). The solvent is N1=CC=CC=C1 (pyridine). Reaction conditions: temperature 4 celsius, time 1 hour. Product: ClC=1N(C=C(N1)[N+](=O)[O-])C[C@](COS(=O)(=O)C)(C)O ((S)-2-chloro-1-(2-hydroxy-2-methyl-3-methanesulfonyloxypropyl)-4-nitroimidazole). Isolated yield 57.3%. Reaction SMILES: [Cl:1][C:2]1[N:3]([CH2:10][C@@:11]([OH:15])([CH3:14])[CH2:12][OH:13])[CH:4]=[C:5]([N+:7]([O-:9])=[O:8])[N:6]=1.[CH3:16][S:17](Cl)(=[O:19])=[O:18].Cl>N1C=CC=CC=1>[Cl:1][C:2]1[N:3]([CH2:10][C@@:11]([OH:15])([CH3:14])[CH2:12][O:13][S:17]([CH3:16])(=[O:19])=[O:18])[CH:4]=[C:5]([N+:7]([O-:9])=[O:8])[N:6]=1. Procedure: (S)-2-Chloro-1-(2,3-dihydroxy-2-methylpropyl)-4-nitroimidazole prepared in Example 16 (4.05 g, 16.9 mmol) was dissolved in pyridine (8 ml), and this solution was cooled to 4° C. Methanesulfonyl chloride (1.6 ml, 20.28 mmol) was added dropwise to the solution below 15° C. followed by stirring at the same temperature for 1 hour. 6N hydrochloric acid (33 ml) was added to the mixture below 30° C. The reaction mixture was extracted with methylene chloride (20 ml) three times. The organic phases were ... Reactants: methyl, monobromo, dibromo, ClC=1C=C(C=2C(=C(ON2)C2=CC=CC=C2)C1)C (5-chloro-7-methyl-3-phenyl-2,1-benzisoxazole), BrN1C(CCC1=O)=O (N-bromosuccinimide), C(C1=CC=CC=C1)(=O)OOC(C1=CC=CC=C1)=O (dibenzoylperoxide). Run in C(Cl)(Cl)(Cl)Cl (carbon tetrachloride). The product is BrCC1=CC(=CC2=C(ON=C21)C2=CC=CC=C2)Cl (7-(Bromomethyl)-5-chloro-3-phenyl-2,1-benzisoxazole). RXN SMILES: [Cl:1][C:2]1[CH:3]=[C:4]([CH3:17])[C:5]2[C:6]([CH:16]=1)=[C:7]([C:10]1[CH:15]=[CH:14][CH:13]=[CH:12][CH:11]=1)[O:8][N:9]=2.[Br:18]N1C(=O)CCC1=O.C(OOC(=O)C1C=CC=CC=1)(=O)C1C=CC=CC=1>C(Cl)(Cl)(Cl)Cl>[Br:18][CH2:17][C:4]1[C:5]2[C:6](=[C:7]([C:10]3[CH:15]=[CH:14][CH:13]=[CH:12][CH:11]=3)[O:8][N:9]=2)[CH:16]=[C:2]([Cl:1])[CH:3]=1. Procedure: A mixture of 16.2 g (0.067 mole) of 5-chloro-7-methyl-3-phenyl-2,1-benzisoxazole, 11.9 g (0.067 mole) of N-bromosuccinimide, 275 ml of carbon tetrachloride and 0.1 g of dibenzoylperoxide was heated at reflux under illumination of a flood lamp for 2 hr. The mixture was filtered and the filtrate was washed once with a saturated sodium bicarbonate solution, dried over sodium sulfate and concentrated to give a yellow solid as residue. An NMR analysis of the residue showed it was a mixture containing... Starting materials: BrC1=NC(=CC=C1)F (2-bromo-6-fluoropyridine), C([O-])([O-])=O.[Na+].[Na+] (sodium carbonate), C(CCCCCCCC)C1=CC=C(C=C1)B(O)O (4-nonylphenylboronic acid), C(C)O (ethanol). The reagents and catalysts are C=1C=CC(=CC1)[P](C=2C=CC=CC2)(C=3C=CC=CC3)[Pd]([P](C=4C=CC=CC4)(C=5C=CC=CC5)C=6C=CC=CC6)([P](C=7C=CC=CC7)(C=8C=CC=CC8)C=9C=CC=CC9)[P](C=1C=CC=CC1)(C=1C=CC=CC1)C=1C=CC=CC1 (tetrakis(triphenylphosphine)palladium(0)). Run in C1(=CC=CC=C1)C (toluene), O (water). Yields the product FC1=NC(=CC=C1)C1=CC=C(C=C1)CCCCCCCCC (2-fluoro-6-(4-nonylphenyl)pyridine). Isolated yield 90.7%. RXN SMILES: Br[C:2]1[CH:7]=[CH:6][CH:5]=[C:4]([F:8])[N:3]=1.[CH2:9]([C:18]1[CH:23]=[CH:22][C:21](B(O)O)=[CH:20][CH:19]=1)[CH2:10][CH2:11][CH2:12][CH2:13][CH2:14][CH2:15][CH2:16][CH3:17].C(O)C.C(=O)([O-])[O-].[Na+].[Na+]>C1(C)C=CC=CC=1.O.C1C=CC([P]([Pd]([P](C2C=CC=CC=2)(C2C=CC=CC=2)C2C=CC=CC=2)([P](C2C=CC=CC=2)(C2C=CC=CC=2)C2C=CC=CC=2)[P](C2C=CC=CC=2)(C2C=CC=CC=2)C2C=CC=CC=2)(C2C=CC=CC=2)C2C=CC=CC=2)=CC=1>[F:8][C:4]1[CH:5]=[CH:6][CH:7]=[C:2]([C:21]2[CH:20]=[CH:19][C:18]([CH2:9][CH2:10][CH2:11][CH2:12][CH2:13][CH2:14][CH2:15][CH2:16][CH3:17])=[CH:23][CH:22]=2)[N:3]=1 |f:3.4.5,^1:47,49,68,87|. Reported procedure: A solution of 232 mmol of 2-bromo-6-fluoropyridine in 400 ml of toluene is admixed with 290 mmol of 4-nonylphenylboronic acid, 200 ml of ethanol, a solution of 464 mmol of sodium carbonate in 200 ml of water and 2.3 mmol of tetrakis(triphenylphosphine)palladium(0) at room temperature. The mixture is heated at the boil for 3.5 h. After cooling, the phases are separated, the aqueous phase is extracted with dichloromethane and the combined organic phases are dried with magnesium sulfate. The solven... Starting materials: C(CCC)NC(=O)NNC(=S)NCCCOC1=CC(=CC=C1)CN1CCCCC1 (N-butyl-2-[[3-[3-(1-piperidinylmethyl)phenoxy]propyl]aminothioxomethyl]hydrazine carboxamide), P(=O)(Cl)(Cl)Cl (phosphorus oxychloride). Yields the product C(CCC)NC=1SC(=NN1)NCCCOC1=CC(=CC=C1)CN1CCCCC1 (N-Butyl-N'-[3-[3-(1-piperidinylmethyl)phenoxy]propyl]1,3,4-thiadiazole-2,5-diamine). As a reaction SMILES: [CH2:1]([NH:5][C:6]([NH:8][NH:9][C:10]([NH:12][CH2:13][CH2:14][CH2:15][O:16][C:17]1[CH:22]=[CH:21][CH:20]=[C:19]([CH2:23][N:24]2[CH2:29][CH2:28][CH2:27][CH2:26][CH2:25]2)[CH:18]=1)=[S:11])=O)[CH2:2][CH2:3][CH3:4].P(Cl)(Cl)(Cl)=O>>[CH2:1]([NH:5][C:6]1[S:11][C:10]([NH:12][CH2:13][CH2:14][CH2:15][O:16][C:17]2[CH:22]=[CH:21][CH:20]=[C:19]([CH2:23][N:24]3[CH2:29][CH2:28][CH2:27][CH2:26][CH2:25]3)[CH:18]=2)=[N:9][N:8]=1)[CH2:2][CH2:3][CH3:4]. Reported procedure: The compound is prepared by a method analogous to that of Example 40 from N-butyl-2-[[3-[3-(1-piperidinylmethyl)phenoxy]propyl]aminothioxomethyl]hydrazine carboxamide and phosphorus oxychloride. The analytical values are summarized in Table III. Reactants: C(C)(C)(C)C=1N=C(C2=C(N1)N(N=N2)CC2=C(C=CC=C2)Cl)N2CCOCC2 (5-tert-Butyl-3-(2-chloro-benzyl)-7-morpholin-4-yl-3H-[1,2,3]triazolo[4,5-d]pyrimidine), C(C)(C)(C)C=1N=C(C2=C(N1)N(N=N2)CC2=C(C=CC=C2)Cl)Cl (5-tert-butyl-7-chloro-3-(2-chlorobenzyl)-3H-[1,2,3]triazolo[4,5-d]pyrimidine), N1[C@@H](CCC1)CN ((S)-pyrrolidin-2-ylmethanamine). Yields the product C(C)(C)(C)C=1N=C(C2=C(N1)N(N=N2)CC2=C(C=CC=C2)Cl)N2[C@@H](CCC2)CN (C-{(S)-1-[5-tert-Butyl-3-(2-chloro-benzyl)-3H-[1,2,3]triazolo[4,5-d]pyrimidin-7-yl]-pyrrolidin-2-yl}-methylamine). Reaction SMILES: [C:1]([C:5]1[N:6]=[C:7]([N:22]2[CH2:27][CH2:26]O[CH2:24][CH2:23]2)[C:8]2[N:13]=[N:12][N:11]([CH2:14][C:15]3[CH:20]=[CH:19][CH:18]=[CH:17][C:16]=3[Cl:21])[C:9]=2[N:10]=1)([CH3:4])([CH3:3])[CH3:2].C([C:32]1[N:33]=C(Cl)C2N=NN(CC3C=CC=CC=3Cl)C=2N=1)(C)(C)C.N1CCC[C@H]1CN>>[C:1]([C:5]1[N:6]=[C:7]([N:22]2[CH2:27][CH2:26][CH2:24][C@H:23]2[CH2:32][NH2:33])[C:8]2[N:13]=[N:12][N:11]([CH2:14][C:15]3[CH:20]=[CH:19][CH:18]=[CH:17][C:16]=3[Cl:21])[C:9]=2[N:10]=1)([CH3:4])([CH3:3])[CH3:2]. Procedure details: In analogy to the procedure described for the synthesis of 5-tert-butyl-3-(2-chlorobenzyl)-7-morpholin-4-yl-3H-[1,2,3]triazolo[4,5-d]pyrimidine (example 1, step c), the title compound was prepared from 5-tert-butyl-7-chloro-3-(2-chlorobenzyl)-3H-[1,2,3]triazolo[4,5-d]pyrimidine and (S)-pyrrolidin-2-ylmethanamine. MS (m/e): 400.4 (MH+). Reactants: C1(=CC=CC=C1)C(C1CCNCC1)C1=CC=CC=C1 (4-diphenylmethyl-piperidine), FC1=CC=C(C=C1)C(CCCCl)=O (4'-fluoro-4-chlorobutyrophenone), C([O-])([O-])=O.[K+].[K+] (potassium carbonate), [I-].[K+] (potassium iodide). The solvent is C(C)(=O)OCC (ethyl acetate), O (water), C(C(C)C)C(=O)C (methyl isobutyl ketone). Reaction conditions: temperature 77 celsius, time 2 day. Product: Cl.C1(=CC=CC=C1)C(C1CCN(CC1)CCCC(=O)C1=CC=C(C=C1)F)C1=CC=CC=C1 (4-(4-Diphenylmethylpiperidino)-4'-fluorobutyrophenone hydrochloride). As a reaction SMILES: [C:1]1([CH:7]([C:14]2[CH:19]=[CH:18][CH:17]=[CH:16][CH:15]=2)[CH:8]2[CH2:13][CH2:12][NH:11][CH2:10][CH2:9]2)[CH:6]=[CH:5][CH:4]=[CH:3][CH:2]=1.[F:20][C:21]1[CH:26]=[CH:25][C:24]([C:27](=[O:32])[CH2:28][CH2:29][CH2:30][Cl:31])=[CH:23][CH:22]=1.C(=O)([O-])[O-].[K+].[K+].[I-].[K+]>C(OCC)(=O)C.O.C(C(C)=O)C(C)C>[ClH:31].[C:1]1([CH:7]([C:14]2[CH:19]=[CH:18][CH:17]=[CH:16][CH:15]=2)[CH:8]2[CH2:9][CH2:10][N:11]([CH2:30][CH2:29][CH2:28][C:27]([C:24]3[CH:23]=[CH:22][C:21]([F:20])=[CH:26][CH:25]=3)=[O:32])[CH2:12][CH2:13]2)[CH:2]=[CH:3][CH:4]=[CH:5][CH:6]=1 |f:2.3.4,5.6,10.11|. Reported procedure: A mixture of 125.5 g (0.5 mole) of 4-diphenylmethyl-piperidine, 110 g (0.55 mole) of 4'-fluoro-4-chlorobutyrophenone, 110 g (0.8 mole) of potassium carbonate, a small amount of potassium iodide and 600 ml of methyl isobutyl ketone was refluxed and stirred for 21/2 days, then filtered. The filtrate was concentrated under reduced pressure. The remaining residue was dissolved in ether and treated with ethereal HCl. A gummy residue formed which was dissolved in ethyl acetate with a small amount of w... Starting materials: COC(=O)C=1C=C(C(=CC1)N)N (4-methoxycarbonyl-1,2-benzenediamine), N1=CC=CC=C1 (pyridine), C(C)(C)(C)C1=CC=C(C(=O)Cl)C=C1 (4-t-butylbenzoyl chloride). Run in C(C)#N (acetonitrile), C(C)#N (acetonitrile). Reaction conditions: time 3 hour. The product is C(C)(C)(C)C1=CC=C(C(=O)NC=2C(=CC=C(C2)C(=O)OC)N)C=C1 (N2-(4-t-Butylbenzoyl)-4-methoxycarbonyl-1,2-benzenediamine). Reaction SMILES: [CH3:1][O:2][C:3]([C:5]1[CH:6]=[C:7]([NH2:12])[C:8]([NH2:11])=[CH:9][CH:10]=1)=[O:4].N1C=CC=CC=1.[C:19]([C:23]1[CH:31]=[CH:30][C:26]([C:27](Cl)=[O:28])=[CH:25][CH:24]=1)([CH3:22])([CH3:21])[CH3:20]>C(#N)C>[C:19]([C:23]1[CH:24]=[CH:25][C:26]([C:27]([NH:12][C:7]2[C:8]([NH2:11])=[CH:9][CH:10]=[C:5]([C:3]([O:2][CH3:1])=[O:4])[CH:6]=2)=[O:28])=[CH:30][CH:31]=1)([CH3:22])([CH3:20])[CH3:21]. Procedure: To a stirring solution of 4-methoxycarbonyl-1,2-benzenediamine (8.5 g, 51 mmol) and pyridine (4.1 mL, 51 mmol) in acetonitrile (225 mL) at 0° C. was added via an addition funnel a solution of 4-t-butylbenzoyl chloride (10 g, 51 mmol) in acetonitrile (25 mL). After 3 h, the mixture was concentrated to a volume of about 20 mL in vacuo and then diluted with ethyl acetate (300 mL) and water (100 mL). The phases were separated and the organic phase was washed twice with 1 M citric acid, once with bri...